Dataset: the Open Reaction Database (ORD), a public repository of structured organic reaction records. Task: describe an organic reaction: reactants, conditions, products, and yield Reactants: N1C=NC(=C1)CCC[O-].[Na+] (sodium 3-(1H-imidazol-4-yl)propanolate), [Cl-].CC(CC)(C)C (3,3-dimethylbutane chloride). Product: CC(CCOCCCC=1N=CNC1)(C)C (3-(1H-Imidazol-4-yl)propyl 3,3-dimethylbutyl ether). RXN SMILES: [NH:1]1[CH:5]=[C:4]([CH2:6][CH2:7][CH2:8][O-:9])[N:3]=[CH:2]1.[Na+].[Cl-].[CH3:12][C:13]([CH3:17])([CH3:16])[CH2:14][CH3:15]>>[CH3:12][C:13]([CH3:17])([CH3:16])[CH2:14][CH2:15][O:9][CH2:8][CH2:7][CH2:6][C:4]1[N:3]=[CH:2][NH:1][CH:5]=1 |f:0.1,2.3|. Procedure: 5 mmol of sodium 3-(1H-imidazol-4-yl)propanolate and 5 mmol of 3,3-dimethylbutane chloride are treated as described in Example 5. The reactants are NC1=C2C(=NC=N1)N(N=C2C2=CC(=C(C=C2)NC(=O)C=2N(C1=CC=CC=C1C2)C)OC)CCNCCO (N2-[4-(4-amino-1-{2-[(2-hydroxyethyl)amino]ethyl}-1H-pyrazolo[3,4-d]pyrimidin-3-yl)-2-methoxyphenyl]-1-methyl-1H-2-indolecarboxamide), C(\C=C/C(=O)O)(=O)O (maleic acid). The solvent is C(C)(=O)OCC (ethyl acetate), C(C)(=O)OCC (ethyl acetate). Product: C(\C=C/C(=O)O)(=O)O.NC1=C2C(=NC=N1)N(N=C2C2=CC(=C(C=C2)NC(=O)C=2N(C1=CC=CC=C1C2)C)OC)CCNCCO (N2-[4-(4-amino-1-{2-[(2-hydroxyethyl)amino]ethyl}-1H-pyrazolo[3,4-d]pyrimidin-3-yl)-2-methoxyphenyl]-1-methyl-1H-2-indolecarboxamide monomaleate). Isolated yield 70.0%. As a reaction SMILES: [NH2:1][C:2]1[N:7]=[CH:6][N:5]=[C:4]2[N:8]([CH2:32][CH2:33][NH:34][CH2:35][CH2:36][OH:37])[N:9]=[C:10]([C:11]3[CH:16]=[CH:15][C:14]([NH:17][C:18]([C:20]4[N:21]([CH3:29])[C:22]5[C:27]([CH:28]=4)=[CH:26][CH:25]=[CH:24][CH:23]=5)=[O:19])=[C:13]([O:30][CH3:31])[CH:12]=3)[C:3]=12.[C:38]([OH:45])(=[O:44])/[CH:39]=[CH:40]\[C:41]([OH:43])=[O:42]>C(OCC)(=O)C>[C:38]([OH:45])(=[O:44])/[CH:39]=[CH:40]\[C:41]([OH:43])=[O:42].[NH2:1][C:2]1[N:7]=[CH:6][N:5]=[C:4]2[N:8]([CH2:32][CH2:33][NH:34][CH2:35][CH2:36][OH:37])[N:9]=[C:10]([C:11]3[CH:16]=[CH:15][C:14]([NH:17][C:18]([C:20]4[N:21]([CH3:29])[C:22]5[C:27]([CH:28]=4)=[CH:26][CH:25]=[CH:24][CH:23]=5)=[O:19])=[C:13]([O:30][CH3:31])[CH:12]=3)[C:3]=12 |f:3.4|. Procedure details: To a warm solution of N2-[4-(4-amino-1-{2-[(2-hydroxyethyl)amino]ethyl}-1H-pyrazolo[3,4-d]pyrimidin-3-yl)-2-methoxyphenyl]-1-methyl-1H-2-indolecarboxamide (0.009 g, 0.02 mmol) in ethyl acetate (2 mL) was added a solution of maleic acid (0.005 g, 0.04 mmol) in ethyl acetate (0.5 mL). The reaction mixture was allowed to cool to ambient temperature and the precipitate was collected by filtration and dried in vacuo to afford N2-[4-(4-amino-1-{2-[(2-hydroxyethyl)amino]ethyl}-1H-pyrazolo[3,4-d]pyrimid... Reactants: C1(=CC=C(C=C1)C[C@@H]1CCC(N1CC1=CC=C(C=C1)OC)=O)C1=CC=CC=C1 ((S)-5-biphenyl-4-ylmethyl-1-(4-methoxy-benzyl)-pyrrolidin-2-one), C1(=CC=CC=C1)C (toluene), [H-].[Na+] (sodium hydride), C(C1=CC=CC=C1)(=O)OC (methyl benzoate). Run at time 10 minute. Yields the product C(C1=CC=CC=C1)(=O)[C@H]1C(N(C(C1)CC1=CC=C(C=C1)C1=CC=CC=C1)\C=C\C1=CC=CC=C1)=O ((S)-3-Benzoyl-5-biphenyl-4-ylmethyl-1-((E)-styryl)-pyrrolidin-2-one). As a reaction SMILES: [C:1]1([C:23]2[CH:28]=[CH:27][CH:26]=[CH:25][CH:24]=2)[CH:6]=[CH:5][C:4]([CH2:7][C@H:8]2[N:12]([CH2:13][C:14]3[CH:19]=[CH:18][C:17](OC)=[CH:16][CH:15]=3)[C:11](=[O:22])[CH2:10][CH2:9]2)=[CH:3][CH:2]=1.[H-].[Na+].[C:31](OC)(=[O:38])[C:32]1[CH:37]=[CH:36][CH:35]=[CH:34][CH:33]=1.[C:41]1(C)C=CC=CC=1>>[C:31]([C@@H:10]1[CH2:9][CH:8]([CH2:7][C:4]2[CH:5]=[CH:6][C:1]([C:23]3[CH:24]=[CH:25][CH:26]=[CH:27][CH:28]=3)=[CH:2][CH:3]=2)[N:12](/[CH:13]=[CH:14]/[C:15]2[CH:16]=[CH:17][CH:18]=[CH:19][CH:41]=2)[C:11]1=[O:22])(=[O:38])[C:32]1[CH:37]=[CH:36][CH:35]=[CH:34][CH:33]=1 |f:1.2|. Procedure details: (S)-5-Biphenyl-4-ylmethyl-1-((E)-styryl)-pyrrolidin-2-one (3a, R1=styryl) (50.0 g, 141.7 mmol) is heated to dissolve in 140 mL of anhydrous toluene under N2, add sodium hydride (8.04 g, 184.2 mmol) in portions, stir at this temperature for 10 min, then add methyl benzoate dropwise, reflux for 6 h, cool to room temperature, quench with saturated NH4Cl aqueous solution, separate the organic phase, extract with toluene (100 mL*3), the combined organic extracts are washed with saturated Na2CO3 aqueo... Reactants: [OH-].[Na+] (sodium hydroxide), CN(C=CC(=O)C1=C(N=C(S1)N=CN(C)C)C)C (N′-[5-(3-dimethylamino-acryloyl)-4-methyl-thiazol-2-yl]-N,N-dimethyl-formamidine), C(C)N(C(=N)N)CC (1,1-diethylguanidine). Run in COCCO (2-methoxyethanol). Reaction conditions: temperature 125 celsius. Yields the product NC=1SC(=C(N1)C)C1=NC(=NC=C1)N(CC)CC ([4-(2-Amino-4-methyl-thiazol-5-yl)-pyrimidin-2-yl]-diethyl-amine). As a reaction SMILES: [OH-].[Na+].CN(C)[CH:5]=[CH:6][C:7]([C:9]1[S:13][C:12]([N:14]=CN(C)C)=[N:11][C:10]=1[CH3:19])=O.[CH2:21]([N:23]([CH2:27][CH3:28])[C:24]([NH2:26])=[NH:25])[CH3:22]>COCCO>[NH2:14][C:12]1[S:13][C:9]([C:7]2[CH:6]=[CH:5][N:26]=[C:24]([N:23]([CH2:27][CH3:28])[CH2:21][CH3:22])[N:25]=2)=[C:10]([CH3:19])[N:11]=1 |f:0.1|. Procedure details: Powdered sodium hydroxide (150 mg) is added to a solution of N′-[5-(3-dimethylamino-acryloyl)-4-methyl-thiazol-2-yl]-N,N-dimethyl-formamidine (0.5 g, prepared as described by S. Wang et al J. Med. Chem. 2004, 47, 1662-1675.) and 1,1-diethylguanidine (259 mg) in 2-methoxyethanol (1.9 ml) and the mixture heated at 125° C. for 1 hour with stirring. The reaction mixture is concentrated under vacuum and purified by normal phase chromatography, eluent; DCM/EtOAc, to give the title compound. ESI-MS: M+... Starting materials: CCCCCC(CCCCC)C(O)c1c(O)cc(C(C)(C)C)c(OC(C)=O)c1C(C)(C)C, O=S(Cl)Cl, c1ccncc1. The product is CCCCCC(=Cc1c(O)cc(C(C)(C)C)c(OC(C)=O)c1C(C)(C)C)CCCCC. As a reaction SMILES: [C:1]([CH3:2])(=[O:3])[O:4][c:5]1[c:6]([C:29]([CH3:30])([CH3:31])[CH3:32])[c:7]([CH:16]([CH:17]([CH2:18][CH2:19][CH2:20][CH2:21][CH3:22])[CH2:23][CH2:24][CH2:25][CH2:26][CH3:27])[OH:28])[c:8]([OH:15])[cH:9][c:10]1[C:11]([CH3:12])([CH3:13])[CH3:14].[S:33]([Cl:34])([Cl:35])=[O:36].[cH:37]1[cH:38][cH:39][n:40][cH:41][cH:42]1>>[C:1]([CH3:2])(=[O:3])[O:4][c:5]1[c:6]([C:29]([CH3:30])([CH3:31])[CH3:32])[c:7]([CH:16]=[C:17]([CH2:18][CH2:19][CH2:20][CH2:21][CH3:22])[CH2:23][CH2:24][CH2:25][CH2:26][CH3:27])[c:8]([OH:15])[cH:9][c:10]1[C:11]([CH3:12])([CH3:13])[CH3:14].